Dataset: the Open Reaction Database (ORD), a public repository of structured organic reaction records. Task: describe an organic reaction: reactants, conditions, products, and yield Reactants: C([O-])(O)=O.[Na+] (sodium bicarbonate), C(C)(=O)NC=1C=C(C=CC1)B(O)O ((3-acetamidophenyl) boronic acid), NC1=NC=CC=C1C1=NC=2C(=NC(=CC2)Cl)N1C1=CC=C(C=C1)C1(CCC1)NC(OC(C)(C)C)=O (tert-butyl (1-(4-(2-(2-aminopyridin-3-yl)-5-chloro-3H-imidazo[4,5-b]pyridin-3-yl)phenyl)cyclobutyl)carbamate). The solvent is C1(=CC=CC=C1)C (toluene), C(C)O (ethanol). Run at temperature 100 celsius. Product: C(C)(=O)NC=1C=C(C=CC1)C1=CC=C2C(=N1)N(C(=N2)C=2C(=NC=CC2)N)C2=CC=C(C=C2)C2(CCC2)NC(OC(C)(C)C)=O (tert-Butyl (1-(4-(5-(3-acetamidophenyl)-2-(2-aminopyridin-3-yl)-3H-imidazo[4,5-b]pyridin-3-yl)phenyl)cyclobutyl)carbamate). As a reaction SMILES: [NH2:1][C:2]1[C:7]([C:8]2[N:17]([C:18]3[CH:23]=[CH:22][C:21]([C:24]4([NH:28][C:29](=[O:35])[O:30][C:31]([CH3:34])([CH3:33])[CH3:32])[CH2:27][CH2:26][CH2:25]4)=[CH:20][CH:19]=3)[C:11]3=[N:12][C:13](Cl)=[CH:14][CH:15]=[C:10]3[N:9]=2)=[CH:6][CH:5]=[CH:4][N:3]=1.C(=O)(O)[O-].[Na+].[C:41]([NH:44][C:45]1[CH:46]=[C:47](B(O)O)[CH:48]=[CH:49][CH:50]=1)(=[O:43])[CH3:42]>C1(C)C=CC=CC=1.C(O)C>[C:41]([NH:44][C:45]1[CH:50]=[C:49]([C:13]2[N:12]=[C:11]3[N:17]([C:18]4[CH:19]=[CH:20][C:21]([C:24]5([NH:28][C:29](=[O:35])[O:30][C:31]([CH3:32])([CH3:34])[CH3:33])[CH2:27][CH2:26][CH2:25]5)=[CH:22][CH:23]=4)[C:8]([C:7]4[C:2]([NH2:1])=[N:3][CH:4]=[CH:5][CH:6]=4)=[N:9][C:10]3=[CH:15][CH:14]=2)[CH:48]=[CH:47][CH:46]=1)(=[O:43])[CH3:42] |f:1.2|. Procedure: To a suspension of tert-butyl (1-(4-(2-(2-aminopyridin-3-yl)-5-chloro-3H-imidazo[4,5-b]pyridin-3-yl)phenyl)cyclobutyl)carbamate (3.0 g) in toluene (100 mL) and ethanol (100 mL) was added saturated aqueous sodium bicarbonate (15 ml) and (3-acetamidophenyl) boronic acid (2.18 g). The reaction was degassed for 5 minutes and Pd(PPh3)4 (0.300 g) was added. The reaction was again degassed for 5 minutes with nitrogen and then heated to 100° C. overnight. The reaction mixture was cooled to room temperat... Starting materials: CN1C(=C(C=2C=CC=CC2S1(=O)=O)O)C(=O)NC=3C=CC=CN3 (piroxicam), [K+].[Br-] (KBr), C(CCCCC)(=O)OC(C)Cl (alpha-chloroethyl hexanoate), C1(=CC=CC=C1)C.CCCCCC (toluene hexane). The product is C(CCCCC)(=O)OC(C)OC1=C(N(S(C2=C1C=CC=C2)(=O)=O)C)C(=O)NC2=NC=CC=C2 (4-[1-(Hexanoyloxy)ethoxy]-2-methyl-N-(2-pyridyl)-2H-1,2-benzothiazine-3-carboxamide 1,1-Dioxide). Reaction SMILES: [CH3:1][N:2]1[S:11](=[O:13])(=[O:12])[C:10]2[CH:9]=[CH:8][CH:7]=[CH:6][C:5]=2[C:4]([OH:14])=[C:3]1[C:15]([NH:17][C:18]1[CH:19]=[CH:20][CH:21]=[CH:22][N:23]=1)=[O:16].[C:24]([O:31][CH:32](Cl)[CH3:33])(=[O:30])[CH2:25][CH2:26][CH2:27][CH2:28][CH3:29].C1(C)C=CC=CC=1.CCCCCC.[K+].[Br-]>>[C:24]([O:31][CH:32]([O:14][C:4]1[C:5]2[CH:6]=[CH:7][CH:8]=[CH:9][C:10]=2[S:11](=[O:13])(=[O:12])[N:2]([CH3:1])[C:3]=1[C:15]([NH:17][C:18]1[CH:19]=[CH:20][CH:21]=[CH:22][N:23]=1)=[O:16])[CH3:33])(=[O:30])[CH2:25][CH2:26][CH2:27][CH2:28][CH3:29] |f:2.3,4.5|. Reported procedure: By the procedure of Example 11, piroxicam (2.00 g, 6.0 mmol) and alpha-chloroethyl hexanoate (3.51 g, 19.6 mmol) were converted to chromatographed title product as yellow oil which was crystallized from toluene/hexane (1.21 g, 2.5 mmol, 42.1%): mp 62°-65° C.; IR (KBr) 1755, 1676 cm-1 ; 1H NMR (CDCl3) delta 0.81 (t, J=7 Hz, 3H), 1.00-1.30 (m 4H), 1.35-1.53 (m, 2H), 1.73 (d, J=6 Hz, 3H), 2.08-2.32 (m, 2H), 3.12 (s, 3H), 6.39 (q, J=6 Hz, 1H), 7.05-7.32 (m, 1H), 7.57-7.95 (m, 5H), 8.30-8.43 (m, 2H),... The reactants are FC(C1=CC=C(C=C1)C1=NC=2C(=NC=CC2)N1CC(=O)O)(F)F (2-(4-trifluoromethylphenyl)-3H-imidazo[4,5-b]pyridine-3-acetic acid), C(=O)(N1C=NC=C1)N1C=NC=C1 (1,1'-carbonyldiimidazole), C(=O)(N1C=NC=C1)N1C=NC=C1 (1,1'-carbonyldiimidazole), C(C)NCC (diethylamine). Run in O1CCCC1 (tetrahydrofuran), O1CCCC1 (tetrahydrofuran). Conditions: time 3 hour. Product: C(C)N(C(CN1C(=NC=2C1=NC=CC2)C2=CC=C(C=C2)C(F)(F)F)=O)CC (N,N-Diethyl-2-[4-(trifluoromethyl)phenyl]-3H-imidazo[4,5-b]pyridine-3-acetamide). Yield: 54.5%. As a reaction SMILES: [F:1][C:2]([F:23])([F:22])[C:3]1[CH:8]=[CH:7][C:6]([C:9]2[N:17]([CH2:18][C:19](O)=[O:20])[C:12]3=[N:13][CH:14]=[CH:15][CH:16]=[C:11]3[N:10]=2)=[CH:5][CH:4]=1.C(N1C=CN=C1)(N1C=CN=C1)=O.[CH2:36]([NH:38][CH2:39][CH3:40])[CH3:37]>O1CCCC1>[CH2:36]([N:38]([CH2:39][CH3:40])[C:19](=[O:20])[CH2:18][N:17]1[C:12]2=[N:13][CH:14]=[CH:15][CH:16]=[C:11]2[N:10]=[C:9]1[C:6]1[CH:5]=[CH:4][C:3]([C:2]([F:22])([F:23])[F:1])=[CH:8][CH:7]=1)[CH3:37]. Procedure: A suspension of 2-(4-trifluoromethylphenyl)-3H-imidazo[4,5-b]pyridine-3-acetic acid (10.0 g, 0.0312 mole), 1,1'-carbonyldiimidazole (6.1 g, 0.0374 mole), and dry tetrahydrofuran (250 ml) was stirred at room temperature for 3 hr with a stream of nitrogen bubbling through it. An additional 6.1 g (0.0374 mole) of 1,1'-carbonyldiimidazole was added, and the suspension was stirred at room temperature under nitrogen overnight. The suspension was heated at 50° C. for 2 hours and then treated with dieth... Starting materials: C(CCC)NC(=O)N (butylurea), O1CCCC1 (tetrahydrofuran), C(C)(=O)OCC (ethyl acetate), C(C(=O)Cl)(=O)Cl (oxalyl chloride). The solvent is O (water). Conditions: time 30 minute. The product is C(CCC)N1C(NC(C1=O)=O)=O (1-butylimidazolidinetrione). Isolated yield 96.7%. As a reaction SMILES: [CH2:1]([NH:5][C:6]([NH2:8])=[O:7])[CH2:2][CH2:3][CH3:4].O1CCCC1.[C:14](Cl)(=[O:18])[C:15](Cl)=[O:16].C(OCC)(=O)C>O>[CH2:1]([N:5]1[C:15](=[O:16])[C:14](=[O:18])[NH:8][C:6]1=[O:7])[CH2:2][CH2:3][CH3:4]. Reported procedure: 3.6 g of butylurea was added to 100 ml of anhydrous tetrahydrofuran and the suspension was stirred in an ice-water bath. 4.3 g of oxalyl chloride was added dropwise to the suspension, and the stirring was continued for 30 minutes in an ice-water bath. 100 ml of ethyl acetate and 30 ml of water were added to the reaction mixture and the organic layer was obtained by extraction, The water layer was further extracted with 60 ml of ethyl acetate. The resulting organic layer was dried over anhydrous ... Reactants: C(#N)C=1SC2=C(N1)C=CC(=C2)O (2-Cyano-6-hydroxybenzothiazole), N (NH3), CS(=O)(=O)O (methanesulfonic acid), firefly luciferin, Cl.CO (methanol-HCl). The solvent is CO (methanol). Run at time 24 hour. The product is CS(=O)(=O)O.C(N)(=N)C=1SC2=C(N1)C=CC(=C2)O (2-amidino-6-hydroxybenzothiazole methanesulfonate). The yield is 57.0%. Reaction SMILES: [C:1]([C:3]1[S:4][C:5]2[CH:11]=[C:10]([OH:12])[CH:9]=[CH:8][C:6]=2[N:7]=1)#[N:2].Cl.CO.[NH3:16].[CH3:17][S:18]([OH:21])(=[O:20])=[O:19]>CO>[CH3:17][S:18]([OH:21])(=[O:20])=[O:19].[C:1]([C:3]1[S:4][C:5]2[CH:11]=[C:10]([OH:12])[CH:9]=[CH:8][C:6]=2[N:7]=1)(=[NH:16])[NH2:2] |f:1.2,6.7|. Procedure: 2-Cyano-6-hydroxybenzothiazole, (White, E. H.; McCapra, F.; Field, G. F. The structures and synthesis of firefly luciferin. J. Am. Chem. Soc. 1963, 85, 337-342; 0.8 g, 4.54 mmol) was added to a cooled, saturated methanol-HCl solution (15 mL) and the mixture was stirred for 24 h at ambient temperature. The reaction mixture was concentrated in vacuo to give a solid. The solid was suspended in anhydrous methanol (40 mL) and gaseous NH3 was introduced into the mixture at ambient temperature for 1 h ... The reactants are Cl.C(C)(=O)N(C1=C(C=CC=C1)OCC)CC1CNCCO1 (2-(N-acetyl-2-ethoxyanilino)methylmorpholine hydrochloride), Cl (hydrochloric acid), [OH-].[Na+] (sodium hydroxide). Run in ice. Yields the product Cl.C(C)OC1=C(NCC2CNCCO2)C=CC=C1 (2-(2-ethoxyanilino)methylmorpholine hydrochloride). RXN SMILES: [ClH:1].C([N:5]([CH2:15][CH:16]1[O:21][CH2:20][CH2:19][NH:18][CH2:17]1)[C:6]1[CH:11]=[CH:10][CH:9]=[CH:8][C:7]=1[O:12][CH2:13][CH3:14])(=O)C.Cl.[OH-].[Na+]>>[ClH:1].[CH2:13]([O:12][C:7]1[CH:8]=[CH:9][CH:10]=[CH:11][C:6]=1[NH:5][CH2:15][CH:16]1[O:21][CH2:20][CH2:19][NH:18][CH2:17]1)[CH3:14] |f:0.1,3.4,5.6|. Reported procedure: A mixture of 2-(N-acetyl-2-ethoxyanilino)methylmorpholine hydrochloride (2 g.) and concentrated hydrochloric acid is heated under reflux for 24 hours. The solution is cooled, diluted with ice (25 g.), basified with sodium hydroxide solution and extracted with ether (2× 100 ml.). The ether extract is dried (Na2SO4) and treated with ethereal HCl to give 2-(2-ethoxyanilino)methylmorpholine hydrochloride, m.p. 180°-181° C. on recrystallisation from ethanol.